Dataset: the Open Reaction Database (ORD), a public repository of structured organic reaction records. Task: describe an organic reaction: reactants, conditions, products, and yield The reactants are Cl, O=N[O-], Nc1noc(C2CC(c3ccc(C(F)(F)F)cc3)CN(C(=O)N3CCOCC3)C2)n1, [Na+], O. The product is O=C(N1CCOCC1)N1CC(c2ccc(C(F)(F)F)cc2)CC(c2nc(Cl)no2)C1. As a reaction SMILES: [ClH:35].[N:1]([O-:2])=[O:3].[NH2:5][c:6]1[n:7][o:8][c:9]([CH:11]2[CH2:12][N:13]([C:27](=[O:28])[N:29]3[CH2:30][CH2:31][O:32][CH2:33][CH2:34]3)[CH2:14][CH:15]([c:17]3[cH:18][cH:19][c:20]([C:23]([F:24])([F:25])[F:26])[cH:21][cH:22]3)[CH2:16]2)[n:10]1.[Na+:4].[OH2:36]>>[c:6]1([Cl:35])[n:7][o:8][c:9]([CH:11]2[CH2:12][N:13]([C:27](=[O:28])[N:29]3[CH2:30][CH2:31][O:32][CH2:33][CH2:34]3)[CH2:14][CH:15]([c:17]3[cH:18][cH:19][c:20]([C:23]([F:24])([F:25])[F:26])[cH:21][cH:22]3)[CH2:16]2)[n:10]1. Starting materials: [N+](=O)([O-])C (nitromethane), BrC1=CC=C(C=C1)C(\C=C\C1=CC=CC=C1)=O ((2E)-1-(4-bromophenyl)-3-phenylprop-2-en-1-one), C(C)NCC (diethylamine). The solvent is CO (methanol). Yields the product BrC1=CC=C(C=C1)C(CC(C[N+](=O)[O-])C1=CC=CC=C1)=O (1-(4-bromophenyl)-4-nitro-3-phenylbutan-1-one). Yield: 85.7%. RXN SMILES: [Br:1][C:2]1[CH:7]=[CH:6][C:5]([C:8](=[O:17])/[CH:9]=[CH:10]/[C:11]2[CH:16]=[CH:15][CH:14]=[CH:13][CH:12]=2)=[CH:4][CH:3]=1.[N+:18]([CH3:21])([O-:20])=[O:19].C(NCC)C>CO>[Br:1][C:2]1[CH:3]=[CH:4][C:5]([C:8](=[O:17])[CH2:9][CH:10]([C:11]2[CH:12]=[CH:13][CH:14]=[CH:15][CH:16]=2)[CH2:21][N+:18]([O-:20])=[O:19])=[CH:6][CH:7]=1. Procedure: In a 1 L flask, 46.9 g (154 mmol) of (2E)-1-(4-bromophenyl)-3-phenylprop-2-en-1-one were dissolved in 450 g of methanol, admixed with 46.9 g (768 mmol) of nitromethane and 56.2 g (768 mmol) of diethylamine and refluxed for 16 h. The solvent was half distilled off in vacuo and the precipitated solid was separated off and dried to constant weight in vacuo to obtain 46 g (132 mmol) of 1-(4-bromophenyl)-4-nitro-3-phenylbutan-1-one. The reactants are N(=C=O)C1=CC=C(C=C1)C(F)(F)F (1-isocyanato-4-(trifluoromethyl)benzene), ClC1=CC=C(CN2C(=NN=C2)[C@@H]2NCCC2)C=C1 ((R)-4-(4-chlorobenzyl)-3-(pyrrolidin-2-yl)-4H-1,2,4-triazole). The solvent is C(Cl)Cl (CH2Cl2), ClCCl (dichloromethane). Reaction conditions: temperature 0 celsius, time 30 minute. Yields the product ClC1=CC=C(CN2C(=NN=C2)[C@@H]2N(CCC2)C(=O)NC2=CC=C(C=C2)C(F)(F)F)C=C1 ((R)-2-(4-(4-chlorobenzyl)-4H-1,2,4-triazol-3-yl)-N-(4-(trifluoromethyl)phenyl)pyrrolidine-1-carboxamide). Isolated yield 79.4%. Reaction SMILES: [N:1]([C:4]1[CH:9]=[CH:8][C:7]([C:10]([F:13])([F:12])[F:11])=[CH:6][CH:5]=1)=[C:2]=[O:3].[Cl:14][C:15]1[CH:31]=[CH:30][C:18]([CH2:19][N:20]2[CH:24]=[N:23][N:22]=[C:21]2[C@H:25]2[CH2:29][CH2:28][CH2:27][NH:26]2)=[CH:17][CH:16]=1>C(Cl)Cl>[Cl:14][C:15]1[CH:31]=[CH:30][C:18]([CH2:19][N:20]2[CH:24]=[N:23][N:22]=[C:21]2[C@H:25]2[CH2:29][CH2:28][CH2:27][N:26]2[C:2]([NH:1][C:4]2[CH:5]=[CH:6][C:7]([C:10]([F:11])([F:12])[F:13])=[CH:8][CH:9]=2)=[O:3])=[CH:17][CH:16]=1. Procedure details: To a stirring solution of 1-isocyanato-4-(trifluoromethyl)benzene (46.3 mg, 0.2474 mmol) in 8 mL of CH2Cl2 at 0° C. was slowly added a solution of (R)-4-(4-chlorobenzyl)-3-(pyrrolidin-2-yl)-4H-1,2,4-triazole (0.050 g, 0.1903 mmol) in dichloromethane (2 mL). The resulting mixture was stirred 0° C. for 30 minutes, then at room temperature overnight. The reaction mixture was concentrated in vacuo. Flash chromatography purification ((Hex/EtOAc with 10% of MeOH) afforded the desired product (68 mg, 7... Starting materials: ice water, COC1=NC2=CC(=C(C=C2N=C1NNC(=O)C1CCOCC1)C(=O)OC)C (methyl 2-methoxy-7-methyl-3-[2-(tetrahydro-2H-pyran-4-ylcarbonyl)hydrazino]quinoxaline-6-carboxylate), O1CCCC1 (tetrahydrofuran), S(=O)(Cl)Cl (thionyl chloride). Reagents/catalysts: CN(C=O)C (N,N-dimethylformamide). Solvent: C(Cl)(Cl)Cl (chloroform). Run at temperature 70 celsius, time 8 hour. Yields the product CC=1C=C2NC(C=3N(C2=CC1C(=O)OC)C(=NN3)C3CCOCC3)=O (methyl 7-methyl-4-oxo-1-(tetrahydro-2H-pyran-4-yl)-4,5-dihydro[1,2,4]triazolo[4,3-a]quinoxaline-8-carboxylate). The yield is 43.9%. RXN SMILES: C[O:2][C:3]1[C:12]([NH:13][NH:14][C:15]([CH:17]2[CH2:22][CH2:21][O:20][CH2:19][CH2:18]2)=O)=[N:11][C:10]2[C:5](=[CH:6][C:7]([CH3:27])=[C:8]([C:23]([O:25][CH3:26])=[O:24])[CH:9]=2)[N:4]=1.O1CCCC1.S(Cl)(Cl)=O>CN(C)C=O.C(Cl)(Cl)Cl>[CH3:27][C:7]1[CH:6]=[C:5]2[C:10](=[CH:9][C:8]=1[C:23]([O:25][CH3:26])=[O:24])[N:11]1[C:15]([CH:17]3[CH2:22][CH2:21][O:20][CH2:19][CH2:18]3)=[N:14][N:13]=[C:12]1[C:3](=[O:2])[NH:4]2. Reported procedure: To a mixed liquid of 4.83 g of methyl 2-methoxy-7-methyl-3-[2-(tetrahydro-2H-pyran-4-ylcarbonyl)hydrazino]quinoxaline-6-carboxylate and 96.6 mL of tetrahydrofuran were added 2 drops of N,N-dimethylformamide and 1.90 mL of thionyl chloride at room temperature, followed by stirring at 70° C. overnight. The reaction liquid was diluted with chloroform and added to ice-water portionwise, followed by stirring for 10 minutes. The obtained solid was collected by filtration and washed with diethyl ether ... Starting materials: Cl.ClC1=CC(=NC=C1)CCl (4-chloro-2-chloromethylpyridine hydrochloride), C[O-].[Na+] (sodium methoxide). Run in CO (methanol). Conditions: temperature 70 celsius, time 7 hour. Yields the product ClC1=CC(=NC=C1)COC (4-Chloro-2-methoxymethylpyridine). Isolated yield 82.0%. Reaction SMILES: Cl.[Cl:2][C:3]1[CH:8]=[CH:7][N:6]=[C:5]([CH2:9]Cl)[CH:4]=1.[CH3:11][O-:12].[Na+]>CO>[Cl:2][C:3]1[CH:8]=[CH:7][N:6]=[C:5]([CH2:9][O:12][CH3:11])[CH:4]=1 |f:0.1,2.3|. Procedure: A mixture of 4-chloro-2-chloromethylpyridine hydrochloride (0.43 g), sodium methoxide (1.11 g) and methanol (15 ml) was stirred at room temperature for 10 hours and at 70° C. for 7 hours. The reaction mixture was concentrated, and the residue was combined with water and methylene chloride, and the organic phase was separated. After washing with saturated aqueous sodium bicarbonate followed by drying and concentrating, a title compound (0.28 g) was obtained as a tan oil. Starting materials: C1C(CCC2=CC=CC=C12)N1C(NC=C1)=S (1-(1,2,3,4-tetrahydronaphthalen-2-yl)-1,3-dihydro-imidazole-2-thione), C(C=C)(=O)OCC (ethyl acrylate), Cl (hydrochloric acid). Solvent: C(C)O (ethanol). Conditions: temperature 80 celsius. Product: C1C(CCC2=CC=CC=C12)N1C(=NC=C1)SCCC(=O)OCC (ethyl 3-[1-(1,2,3,4-tetrahydronaphthalen-2-yl)imidazol-2-yl-thio]propionate). Yield: 95.3%. As a reaction SMILES: [CH2:1]1[C:10]2[C:5](=[CH:6][CH:7]=[CH:8][CH:9]=2)[CH2:4][CH2:3][CH:2]1[N:11]1[CH:15]=[CH:14][NH:13][C:12]1=[S:16].[C:17]([O:21][CH2:22][CH3:23])(=[O:20])[CH:18]=[CH2:19].Cl>C(O)C>[CH2:1]1[C:10]2[C:5](=[CH:6][CH:7]=[CH:8][CH:9]=2)[CH2:4][CH2:3][CH:2]1[N:11]1[CH:15]=[CH:14][N:13]=[C:12]1[S:16][CH2:19][CH2:18][C:17]([O:21][CH2:22][CH3:23])=[O:20]. Reported procedure: A mixture of 1-(1,2,3,4-tetrahydronaphthalen-2-yl)-1,3-dihydro-imidazole-2-thione (1 g, 4.3 mmol), prepared as in Example 9, ethyl acrylate (4.7 mL, 43 mmol) and hydrochloric acid (1N in ether, 8.7 mL, 8.7 mmol) in 20 mL of ethanol was heated at 80° C. under nitrogen for approximately 5 hours. The mixture was allowed to cool, concentrated and partitioned between saturated sodium bicarbonate solution and methylene chloride. The organic layer was separated and dried (K2CO3), filtered and concentra... Starting materials: COC(=O)CBr, O=C([O-])[O-], CC(C)(C)c1cc(O)ccc1O, CC(C)=O, [K+], [K+]. Product: COC(=O)COc1ccc(O)c(C(C)(C)C)c1. RXN SMILES: [Br:13][CH2:14][C:15](=[O:16])[O:17][CH3:18].[C:19](=[O:20])([O-:21])[O-:22].[C:1]([CH3:2])([CH3:3])([CH3:4])[c:5]1[c:6]([OH:7])[cH:8][cH:9][c:10]([OH:12])[cH:11]1.[CH3:25][C:26](=[O:27])[CH3:28].[K+:23].[K+:24]>>[C:1]([CH3:2])([CH3:3])([CH3:4])[c:5]1[c:6]([OH:7])[cH:8][cH:9][c:10]([O:12][CH2:14][C:15](=[O:16])[O:17][CH3:18])[cH:11]1.